This data is from the Open Reaction Database (ORD), a public repository of structured organic reaction records. The task is: describe an organic reaction: reactants, conditions, products, and yield Starting materials: N[C@@H](CC(N)=O)C(=O)N[C@@H](CC(C)C)C(=O)OC (H-Asn-Leu-OMe), N([C@@H](COC(C)(C)C)C(=O)O)C(=O)OCC1=CC=CC=C1 (Z-Ser(tBu)-OH), C(=O)(NC1CCCCC1)NC1CCCCC1 (dicyclohexylurea), ON1C(CCC1=O)=O (N-hydroxysuccinimide), C1(CCCCC1)N=C=NC1CCCCC1 (dicyclohexyl carbodiimide), ice water. The solvent is CN(C=O)C (dimethylformamide). Conditions: time 30 minute. Yields the product N([C@@H](COC(C)(C)C)C(=O)N[C@@H](CC(N)=O)C(=O)N[C@@H](CC(C)C)C(=O)OC)C(=O)OCC1=CC=CC=C1 (Z-Ser(tBu)-Asn-Leu-OMe). RXN SMILES: [NH2:1][C@H:2]([C:7]([NH:9][C@H:10]([C:15]([O:17][CH3:18])=[O:16])[CH2:11][CH:12]([CH3:14])[CH3:13])=[O:8])[CH2:3][C:4](=[O:6])[NH2:5].[NH:19]([C:30]([O:32][CH2:33][C:34]1[CH:39]=[CH:38][CH:37]=[CH:36][CH:35]=1)=[O:31])[C@H:20]([C:27](O)=[O:28])[CH2:21][O:22][C:23]([CH3:26])([CH3:25])[CH3:24].ON1C(=O)CCC1=O.C1(N=C=NC2CCCCC2)CCCCC1.C(NC1CCCCC1)(NC1CCCCC1)=O>CN(C)C=O>[NH:19]([C:30]([O:32][CH2:33][C:34]1[CH:39]=[CH:38][CH:37]=[CH:36][CH:35]=1)=[O:31])[C@H:20]([C:27]([NH:1][C@H:2]([C:7]([NH:9][C@H:10]([C:15]([O:17][CH3:18])=[O:16])[CH2:11][CH:12]([CH3:14])[CH3:13])=[O:8])[CH2:3][C:4](=[O:6])[NH2:5])=[O:28])[CH2:21][O:22][C:23]([CH3:24])([CH3:26])[CH3:25]. Procedure details: A solution of 8.90 g of H-Asn-Leu-OMe and 11.0 g of Z-Ser(tBu)-OH in 100 ml of freshly distilled dimethylformamide is cooled to 0° C. and mixed with 3.90 g of N-hydroxysuccinimide and 8.70 g of dicyclohexyl carbodiimide. After allowing the batch to stand for 30 minutes at 0° C. and then for 18 hours at 25° C. the precipitated dicyclohexylurea is suctioned off and the filtrate poured into 800 ml of ice water. The resulting crystalline precipitate is dried under vacuum at 40° C. and then recrystal...